Dataset: the Open Reaction Database (ORD), a public repository of structured organic reaction records. Task: describe an organic reaction: reactants, conditions, products, and yield The reactants are C(C)(=O)C1=CC=C(C=C1)C1=CC=C(C=C1)OC (4-acetyl-4'-methoxybiphenyl), Br[O-].[Na+] (sodium hypobromite). Run in O1CCOCC1 (dioxane). The product is COC1=CC=C(C=C1)C1=CC=C(C=C1)C(=O)O (4'-methoxybiphenyl-4-carboxylic acid). RXN SMILES: [C:1]([C:4]1[CH:9]=[CH:8][C:7]([C:10]2[CH:15]=[CH:14][C:13]([O:16][CH3:17])=[CH:12][CH:11]=2)=[CH:6][CH:5]=1)(=[O:3])C.Br[O-:19].[Na+]>O1CCOCC1>[CH3:17][O:16][C:13]1[CH:14]=[CH:15][C:10]([C:7]2[CH:8]=[CH:9][C:4]([C:1]([OH:3])=[O:19])=[CH:5][CH:6]=2)=[CH:11][CH:12]=1 |f:1.2|. Procedure details: 18 g of 4-acetyl-4'-methoxybiphenyl was dissolved in 285 ml of dioxane and oxidized with a dilute sodium hypobromite. The product was recrystallized in a mixture of ethanol and acetic acid to obtain 4'-methoxybiphenyl-4-carboxylic acid. The reactants are BrC1=CC(=C(C=C1)O)F (4-Bromo-2-fluorophenol), C(#N)[Cu] (CuCN). The solvent is CCOCC (ether), CN1CCCC1=O (NMP). Reaction conditions: temperature 150 celsius. The product is C(#N)C1=CC(=C(C=C1)O)F (4-Cyano-2-fluorophenol). Isolated yield 96.2%. As a reaction SMILES: Br[C:2]1[CH:7]=[CH:6][C:5]([OH:8])=[C:4]([F:9])[CH:3]=1.[C:10]([Cu])#[N:11]>CN1C(=O)CCC1.CCOCC>[C:10]([C:2]1[CH:7]=[CH:6][C:5]([OH:8])=[C:4]([F:9])[CH:3]=1)#[N:11]. Reported procedure: 4-Bromo-2-fluorophenol (10 ml, 91 mmol) and 9.85 g (0.11 mol) of CuCN were combined in 75 ml of NMP with stirring under nitrogen, and the mixture was heated at 150° C. for 5 h. The mixture was diluted with 200 ml of ether, stirred, and decanted. The residue was diluted again with 200 ml of ether, heated, and decanted. The combined decantates were washed with water, 1N HCl solution, water, and brine, and dried over magnesium sulfate. The organic solution was concentrated in vacuo to provide 12 g ...